This data is from the Open Reaction Database (ORD), a public repository of structured organic reaction records. The task is: describe an organic reaction: reactants, conditions, products, and yield Reactants: BrC1=NC=CC(=C1)CO ((2-bromopyridin-4-yl)methanol), C1(CC1)B(O)O (cyclopropylboronic acid), P(=O)([O-])([O-])[O-].[K+].[K+].[K+] (tripotassium phosphate), C1(CCCCC1)P(C1CCCCC1)C1CCCCC1 (tricyclohexylphosphine), C1(CC1)B(O)O (Cyclopropylboronic acid). The reagents and catalysts are Cl[Pd]([P](C1=CC=CC=C1)(C2=CC=CC=C2)C3=CC=CC=C3)([P](C4=CC=CC=C4)(C5=CC=CC=C5)C6=CC=CC=C6)Cl (bis(triphenylphosphine)palladium chloride). The solvent is O (water), C1(=CC=CC=C1)C (toluene). Run at temperature 100 celsius, time 5 hour. The product is C1(CC1)C1=NC=CC(=C1)CO ((2-cyclopropylpyridin-4-yl)methanol). Isolated yield 30.0%. Reaction SMILES: Br[C:2]1[CH:7]=[C:6]([CH2:8][OH:9])[CH:5]=[CH:4][N:3]=1.[CH:10]1(B(O)O)[CH2:12][CH2:11]1.P([O-])([O-])([O-])=O.[K+].[K+].[K+].C1(P(C2CCCCC2)C2CCCCC2)CCCCC1>Cl[Pd](Cl)([P](C1C=CC=CC=1)(C1C=CC=CC=1)C1C=CC=CC=1)[P](C1C=CC=CC=1)(C1C=CC=CC=1)C1C=CC=CC=1.O.C1(C)C=CC=CC=1>[CH:10]1([C:2]2[CH:7]=[C:6]([CH2:8][OH:9])[CH:5]=[CH:4][N:3]=2)[CH2:12][CH2:11]1 |f:2.3.4.5,^1:45,64|. Procedure: Under argon atmosphere, (2-bromopyridin-4-yl)methanol (2.53 g), cyclopropylboronic acid (3.6 g), tripotassium phosphate (10 g), tricyclohexylphosphine (750 mg), toluene (60 ml), and water (3 ml) were mixed, and palladium acetate (II) (300 mg) were added thereto, followed by stirring at 100° C. for 5 hours. Cyclopropylboronic acid (1.8 g) was added thereto, followed by stirring at 100° C. for 2 hours. The reaction mixture was concentrated under reduced pressure, and CHCl3 and water were added the... The reactants are ClC1=NN=C(C2=CC=CC=C12)CC1=CC=NC=C1 (1-chloro-4-(4-pyridylmethyl)phthalazine), C1(CCCCC1)N (cyclohexylamine), C(O)([O-])=O.[Na+] (sodium hydrogencarbonate). Solvent: ClCCl (dichloromethane). Run at temperature 115 celsius, time 8 hour. Product: C1(CCCCC1)NC1=NN=C(C2=CC=CC=C12)CC1=CC=NC=C1 (1-Cyclohexylamino-4-(4-pyridylmethyl)phthalazine). Isolated yield 0.6%. As a reaction SMILES: Cl[C:2]1[C:11]2[C:6](=[CH:7][CH:8]=[CH:9][CH:10]=2)[C:5]([CH2:12][C:13]2[CH:18]=[CH:17][N:16]=[CH:15][CH:14]=2)=[N:4][N:3]=1.[CH:19]1([NH2:25])[CH2:24][CH2:23][CH2:22][CH2:21][CH2:20]1.C(=O)([O-])O.[Na+]>ClCCl>[CH:19]1([NH:25][C:2]2[C:11]3[C:6](=[CH:7][CH:8]=[CH:9][CH:10]=3)[C:5]([CH2:12][C:13]3[CH:18]=[CH:17][N:16]=[CH:15][CH:14]=3)=[N:4][N:3]=2)[CH2:24][CH2:23][CH2:22][CH2:21][CH2:20]1 |f:2.3|. Reported procedure: A mixture of 0.3 g (1.173 mmol) 1-chloro-4-(4-pyridylmethyl)phthalazine and 0.523 g (5.278 mmol) cyclohexylamine is stirred for 8 h at 115° C. The cooled reaction mixture is then distributed between dichloromethane and saturated aqueous sodium hydrogencarbonate solution. The organic solution washed with brine and dried over anhydrous sodium sulfate is evaporated and the residue purified on silica gel by flash chromatography using acetate/methanol (19:1). Title compound (with water content of 0.5... The reactants are FC1=CC=C(CN(C(OCC)=O)CC(CCCC=C)O)C=C1 (ethyl N-(p-fluorobenzyl)-N-(2-hydroxy-6-heptenyl)carbamate), II (iodine), C(C)(=O)OCC.C1=CC=CC=C1 (ethyl acetate benzene). Solvent: C(Cl)Cl (methylene chloride), C(Cl)Cl (methylene chloride). Conditions: time 15 hour. The product is C(C)OC(=O)N(CC1=CC=C(C=C1)F)C[C@@H]1CCC[C@@H](O1)CI (cis-6-[N-ethoxycarbonyl-N-(p-fluorobenzyl)aminomethyl]-2-iodomethyltetrahydropyrane), C(C)OC(=O)N(CC1=CC=C(C=C1)F)C[C@H]1CCC[C@@H](O1)CI (trans-6-[N-ethoxycarbonyl-N-(p-fluorobenzyl)aminomethyl]-2-iodomethyltetrahydropyrane). Isolated yield 17.0%. RXN SMILES: [F:1][C:2]1[CH:22]=[CH:21][C:5]([CH2:6][N:7]([CH2:13][CH:14]([OH:20])[CH2:15][CH2:16][CH2:17][CH:18]=[CH2:19])[C:8](=[O:12])[O:9][CH2:10][CH3:11])=[CH:4][CH:3]=1.[I:23]I.C(OCC)(=O)C.C1C=CC=CC=1>C(Cl)Cl>[CH2:10]([O:9][C:8]([N:7]([CH2:13][C@H:14]1[O:20][C@@H:18]([CH2:19][I:23])[CH2:17][CH2:16][CH2:15]1)[CH2:6][C:5]1[CH:21]=[CH:22][C:2]([F:1])=[CH:3][CH:4]=1)=[O:12])[CH3:11].[CH2:10]([O:9][C:8]([N:7]([CH2:13][C@@H:14]1[O:20][C@@H:18]([CH2:19][I:23])[CH2:17][CH2:16][CH2:15]1)[CH2:6][C:5]1[CH:21]=[CH:22][C:2]([F:1])=[CH:3][CH:4]=1)=[O:12])[CH3:11] |f:2.3|. Reported procedure: To a solution of ethyl N-(p-fluorobenzyl)-N-(2-hydroxy-6-heptenyl)carbamate (1.0 g, 2.5 mmol) in methylene chloride (15 ml) was added iodine (1.26 g, 4.95 mmol) and the mixture was stirred at room temperature for 15 hours and then heated under reflux for further 7 hours. The reaction mixture was diluted with methylene chloride (50 ml) and washed successively with saturated aqueous sodium hydrogen carbonate (50 ml), 10% aqueous sodium thiosulfate (50 ml×2), saturated aqueous sodium hydrogen carbo... Reactants: C1CCOC1, C[Si](C)(C)[O-], COC(=O)C(CCN(C)C)NC(=O)c1cc2c(cnn2CC(C)C)cc1Oc1ccc(F)cc1F, Cl, [K+]. Product: CC(C)Cn1ncc2cc(Oc3ccc(F)cc3F)c(C(=O)NC(CCN(C)C)C(=O)O)cc21. As a reaction SMILES: [CH2:43]1[O:44][CH2:45][CH2:46][CH2:47]1.[CH3:1][Si:2]([CH3:3])([CH3:4])[O-:5].[CH3:7][O:8][C:9]([CH:10]([CH2:11][CH2:12][N:13]([CH3:14])[CH3:15])[NH:16][C:17](=[O:18])[c:19]1[c:20]([O:32][c:33]2[c:34]([F:40])[cH:35][c:36]([F:39])[cH:37][cH:38]2)[cH:21][c:22]2[cH:23][n:24][n:25]([CH2:28][CH:29]([CH3:30])[CH3:31])[c:26]2[cH:27]1)=[O:41].[ClH:42].[K+:6]>>[O:8]=[C:9]([CH:10]([CH2:11][CH2:12][N:13]([CH3:14])[CH3:15])[NH:16][C:17](=[O:18])[c:19]1[c:20]([O:32][c:33]2[c:34]([F:40])[cH:35][c:36]([F:39])[cH:37][cH:38]2)[cH:21][c:22]2[cH:23][n:24][n:25]([CH2:28][CH:29]([CH3:30])[CH3:31])[c:26]2[cH:27]1)[OH:41]. Reactants: CN(NCC=1C=NC=CC1)C (1,1-dimethyl-2-(3-pyridylmethyl)hydrazine), CN=C=S (methyl isothiocyanate). Solvent: C1(=CC=CC=C1)C (toluene). Product: CN(N(C(=S)NC)CC=1C=NC=CC1)C (1,1-dimethyl-4-methyl-2(3-pyridylmethyl) thiosemicarbazide). The yield is 70.6%. Reaction SMILES: [CH3:1][N:2]([CH3:11])[NH:3][CH2:4][C:5]1[CH:6]=[N:7][CH:8]=[CH:9][CH:10]=1.[CH3:12][N:13]=[C:14]=[S:15]>C1(C)C=CC=CC=1>[CH3:1][N:2]([CH3:11])[N:3]([CH2:4][C:5]1[CH:6]=[N:7][CH:8]=[CH:9][CH:10]=1)[C:14]([NH:13][CH3:12])=[S:15]. Procedure details: In 30 ml of toluene was dissolved 2.5 g of 1,1-dimethyl-2-(3-pyridylmethyl)hydrazine followed by addition of 1.2 g of methyl isothiocyanate and the mixture was refluxed for 1 hour. The reaction mixture was concentrated and the resulting crystals are collected by filtration, washed with ethyl ether and dried. The procedure gave 2.6 g of 1,1-dimethyl-4-methyl-2(3-pyridylmethyl) thiosemicarbazide as white prisms. Reactants: ClC1=NC2=C(N1)C=C(C=C2Cl)C(F)(F)F (2,4-Dichloro-6-trifluoromethyl-1H-benzoimidazole), FC(C=1C(=NC=CC1)N1CCNCC1)(F)F (1-(3-trifluoromethylpyridin-2-yl)piperazine). Product: ClC1=CC(=CC=2NC(=NC21)N2CCN(CC2)C2=NC=CC=C2C(F)(F)F)C(F)(F)F (4-Chloro-6-trifluoromethyl-2-[4-(3-trifluoromethylpyridin-2-yl)piperazin-1-yl]-1H-benzoimidazole). As a reaction SMILES: Cl[C:2]1[NH:6][C:5]2[CH:7]=[C:8]([C:12]([F:15])([F:14])[F:13])[CH:9]=[C:10]([Cl:11])[C:4]=2[N:3]=1.[F:16][C:17]([F:31])([F:30])[C:18]1[C:19]([N:24]2[CH2:29][CH2:28][NH:27][CH2:26][CH2:25]2)=[N:20][CH:21]=[CH:22][CH:23]=1>>[Cl:11][C:10]1[C:4]2[N:3]=[C:2]([N:27]3[CH2:28][CH2:29][N:24]([C:19]4[C:18]([C:17]([F:31])([F:16])[F:30])=[CH:23][CH:22]=[CH:21][N:20]=4)[CH2:25][CH2:26]3)[NH:6][C:5]=2[CH:7]=[C:8]([C:12]([F:15])([F:14])[F:13])[CH:9]=1. Procedure: The benzoimidazole from step (b) above (69.3 mg, 0.3 mmol) reacted with 1-(3-trifluoromethylpyridin-2-yl)piperazine (128 mg, 0.5 mmol, Fluorochem) under the conditions of Example 1d to give the title compound as a white solid. M.p. 204° C. MS (ESI, pos. ion) m/z: 450 (M+1). Starting materials: Cc1ccc(S(=O)(=O)OCCCNC2=C(c3ccccc3)S(=O)(=O)N(C(C)(C)C)C2=O)cc1, Oc1cccc(Cl)c1. Yields the product CC(C)(C)N1C(=O)C(NCCCOc2cccc(Cl)c2)=C(c2ccccc2)S1(=O)=O. Reaction SMILES: [CH3:9][c:10]1[cH:11][cH:12][c:13]([S:14]([O:15][CH2:20][CH2:21][CH2:22][NH:23][C:24]2=[C:28]([c:29]3[cH:30][cH:31][cH:32][cH:33][cH:34]3)[S:27](=[O:35])(=[O:36])[N:26]([C:37]([CH3:38])([CH3:39])[CH3:40])[C:25]2=[O:41])(=[O:16])=[O:17])[cH:18][cH:19]1.[OH:1][c:2]1[cH:3][cH:4][cH:5][c:6]([Cl:7])[cH:8]1>>[O:1]([c:2]1[cH:3][cH:4][cH:5][c:6]([Cl:7])[cH:8]1)[CH2:20][CH2:21][CH2:22][NH:23][C:24]1=[C:28]([c:29]2[cH:30][cH:31][cH:32][cH:33][cH:34]2)[S:27](=[O:35])(=[O:36])[N:26]([C:37]([CH3:38])([CH3:39])[CH3:40])[C:25]1=[O:41]. Starting materials: CCCC(C)O, COCCOc1cc2nccc(Cl)c2cc1OC, Cl, Cc1cc(F)c(N)cc1O. Product: Cl, COCCOc1cc2nccc(Nc3cc(O)c(C)cc3F)c2cc1OC. As a reaction SMILES: [CH3:30][CH:31]([OH:32])[CH2:33][CH2:34][CH3:35].[Cl:2][c:3]1[cH:4][cH:5][n:6][c:7]2[cH:8][c:9]([O:15][CH2:16][CH2:17][O:18][CH3:19])[c:10]([O:13][CH3:14])[cH:11][c:12]12.[ClH:1].[F:20][c:21]1[c:22]([NH2:23])[cH:24][c:25]([OH:29])[c:26]([CH3:28])[cH:27]1>>[ClH:2].[c:3]1([NH:23][c:22]2[c:21]([F:20])[cH:27][c:26]([CH3:28])[c:25]([OH:29])[cH:24]2)[cH:4][cH:5][n:6][c:7]2[cH:8][c:9]([O:15][CH2:16][CH2:17][O:18][CH3:19])[c:10]([O:13][CH3:14])[cH:11][c:12]12.